From a dataset of the Open Reaction Database (ORD), a public repository of structured organic reaction records. describe an organic reaction: reactants, conditions, products, and yield The reactants are CSC=1SC(=C(N1)N)C(N)=S (2-methylmercapto-4-amino-5-thiocarbamoylthiazole), S(O)(O)(=O)=O (sulfuric acid), BrBr (bromine). Reaction conditions: temperature 45 celsius, time 10 minute. Yields the product NC1=C2C(=NS1)N=C(S2)SC (3-amino-5-methylmercapto-thiazolo-(4,5-c)-isothiazole). Isolated yield 84.0%. As a reaction SMILES: [CH3:1][S:2][C:3]1[S:4][C:5]([C:9](=[S:11])[NH2:10])=[C:6]([NH2:8])[N:7]=1.S(=O)(=O)(O)O.BrBr>>[NH2:10][C:9]1[S:11][N:8]=[C:6]2[N:7]=[C:3]([S:2][CH3:1])[S:4][C:5]=12. Procedure details: 15 parts of 2-methylmercapto-4-amino-5-thiocarbamoylthiazole are introduced, at 30° C., into 100 parts of sulfuric acid (of 98 percent strength by weight), containing 0.5 part of bromine. When the evolution of gas has subsided (after 10 minutes), the mixture is stirred for 10 minutes at 45° C. and is then poured on to 300 parts of ice, the batch is filtered and the filter residue is stirred with 100 parts of aqueous 30 percent by weight ammonia solution and filtered off. 12.5 parts of 3-amino-5-... The reactants are OC1CCN(CC1)C(=O)N1CC(CC(C1)C1=CC=C(C=C1)C(F)(F)F)C(=O)O (1-[(4-Hydroxypiperidin-1-yl)carbonyl]-5-[4-(trifluoromethyl)phenyl]piperidine-3-carboxylic acid), ON=C(N)C1CC1 (N′-Hydroxycyclopropanecarboximidamide). Product: C1(CC1)C1=NOC(=N1)C1CN(CC(C1)C1=CC=C(C=C1)C(F)(F)F)C(=O)N1CCC(CC1)O ({3-(3-Cyclopropyl-1,2,4-oxadiazol-5-yl)-5-[4-(trifluoromethyl)phenyl]piperidin-1-yl}(4-hydroxy-piperidin-1-yl)methanone). Reaction SMILES: [OH:1][CH:2]1[CH2:7][CH2:6][N:5]([C:8]([N:10]2[CH2:15][CH:14]([C:16]3[CH:21]=[CH:20][C:19]([C:22]([F:25])([F:24])[F:23])=[CH:18][CH:17]=3)[CH2:13][CH:12]([C:26](O)=[O:27])[CH2:11]2)=[O:9])[CH2:4][CH2:3]1.O[N:30]=[C:31]([CH:33]1[CH2:35][CH2:34]1)[NH2:32]>>[CH:33]1([C:31]2[N:32]=[C:26]([CH:12]3[CH2:13][CH:14]([C:16]4[CH:17]=[CH:18][C:19]([C:22]([F:24])([F:23])[F:25])=[CH:20][CH:21]=4)[CH2:15][N:10]([C:8]([N:5]4[CH2:4][CH2:3][CH:2]([OH:1])[CH2:7][CH2:6]4)=[O:9])[CH2:11]3)[O:27][N:30]=2)[CH2:35][CH2:34]1. Procedure details: 100 mg (0.250 mmol) of 1-[(4-hydroxypiperidin-1-yl)carbonyl]-5-[4-(trifluoromethyl)phenyl]piperidine-3-carboxylic acid (Example 99A) and 27.5 mg (0.275 mmol) of N′-hydroxycyclopropanecarboximidamide (Example 78A) were reacted according to the General Method 1. Yield: 51.8 mg (45% of theory). Reactants: CC(=O)[O-], CO, [NH4+], COC(=O)CC(=O)c1cccs1. Product: COC(=O)CC(N)c1cccs1. RXN SMILES: [CH3:14][C:15](=[O:16])[O-:17].[CH3:18][OH:19].[NH4+:13].[c:1]1([C:6](=[O:7])[CH2:8][C:9](=[O:10])[O:11][CH3:12])[cH:2][cH:3][cH:4][s:5]1>>[c:1]1([CH:6]([CH2:8][C:9](=[O:10])[O:11][CH3:12])[NH2:13])[cH:2][cH:3][cH:4][s:5]1.